This data is from the Open Reaction Database (ORD), a public repository of structured organic reaction records. The task is: describe an organic reaction: reactants, conditions, products, and yield Reactants: ClC1=C(C(=CC=C1)Cl)C=1NC(=C(N1)C1=CC=C2C(=N1)N(C(=N2)N)CC(C)(C)C)C2=CC=C(C=C2)F (5-[2-(2,6-dichloro-phenyl)-5-(4-fluoro-phenyl)-1H-imidazol-4-yl]-3-(2,2-dimethyl-propyl)-3H-imidazo[4,5-b]pyridin-2-ylamine), CS(=O)(=O)O (methanesulfonic acid). The solvent is CO (methanol), CO (methanol). Conditions: time 20 minute. Product: CS(=O)(=O)O.ClC1=C(C(=CC=C1)Cl)C=1NC(=C(N1)C1=CC=C2C(=N1)N(C(=N2)N)CC(C)(C)C)C2=CC=C(C=C2)F (5-[2-(2,6-Dichloro-phenyl)-5-(4-fluoro-phenyl)-1H-imidazol-4-yl]-3-(2,2-dimethyl-propyl)-3H-imidazo[4,5-b]pyridin-2-ylamine methanesulfonate). Yield: 96.0%. Reaction SMILES: [Cl:1][C:2]1[CH:7]=[CH:6][CH:5]=[C:4]([Cl:8])[C:3]=1[C:9]1[NH:10][C:11]([C:29]2[CH:34]=[CH:33][C:32]([F:35])=[CH:31][CH:30]=2)=[C:12]([C:14]2[N:19]=[C:18]3[N:20]([CH2:24][C:25]([CH3:28])([CH3:27])[CH3:26])[C:21]([NH2:23])=[N:22][C:17]3=[CH:16][CH:15]=2)[N:13]=1.[CH3:36][S:37]([OH:40])(=[O:39])=[O:38]>CO>[CH3:36][S:37]([OH:40])(=[O:39])=[O:38].[Cl:1][C:2]1[CH:7]=[CH:6][CH:5]=[C:4]([Cl:8])[C:3]=1[C:9]1[NH:10][C:11]([C:29]2[CH:30]=[CH:31][C:32]([F:35])=[CH:33][CH:34]=2)=[C:12]([C:14]2[N:19]=[C:18]3[N:20]([CH2:24][C:25]([CH3:28])([CH3:27])[CH3:26])[C:21]([NH2:23])=[N:22][C:17]3=[CH:16][CH:15]=2)[N:13]=1 |f:3.4|. Reported procedure: Mix 5-[2-(2,6-dichloro-phenyl)-5-(4-fluoro-phenyl)-1H-imidazol-4-yl]-3-(2,2-dimethyl-propyl)-3H-imidazo[4,5-b]pyridin-2-ylamine (11.20 g, 21.99 mmol) in methanol (150 mL), and then add a solution of methanesulfonic acid (2.11 g, 21.96 mmol) in methanol (10 mL) dropwise. Stir at room temperature for 20 minutes and then concentrate under reduced pressure. Add ethyl acetate (150 mL), filter resulting slurry, and wash filter cake with diethyl ether (200 mL). Dry the resulting solid in a drying oven ... The reactants are C(C)OC(C(=O)CBr)=O (bromopyruvic acid ethyl ester), C(C)OC(CC(N)=N)=O (2-amidino-acetic acid ethyl ester), ice water. The solvent is CN1CCCN(C1=O)C (DMPU). Run at temperature 60 celsius. The product is NC=1NC(=CC1C(=O)OCC)C(=O)OCC (2-Amino-3.5-bis(ethoxycarbonyl)-1H-pyrrole). Reaction SMILES: [CH2:1]([O:3][C:4](=[O:9])[CH2:5][C:6](=[NH:8])[NH2:7])[CH3:2].[CH2:10]([O:12][C:13](=[O:18])[C:14]([CH2:16]Br)=O)[CH3:11]>CN1C(=O)N(C)CCC1>[NH2:8][C:6]1[NH:7][C:14]([C:13]([O:12][CH2:10][CH3:11])=[O:18])=[CH:16][C:5]=1[C:4]([O:3][CH2:1][CH3:2])=[O:9]. Procedure: At 0-5° C., 56.0 g (0.43 mol) of 2-amidino-acetic acid ethyl ester [for preparation see: Liebigs Ann. Chem., 1561 (1981)] are introduced into 172 ml of DMPU. 56.0 ml (0.45 mol) of bromopyruvic acid ethyl ester are added dropwise thereto within the course of 30 min and the reaction mixture is then heated at 60° C. for 3 hours. The dark-brown reaction solution is poured into 1 liter of ice-water and extracted with 1 liter of ethyl acetate and twice with a 0.5 liter of ethyl acetate each time. The ... Starting materials: CC(C)(C)[N+](=O)[O-], CCO, CC(=O)O, [Zn], O=Cc1ccccn1. Yields the product CC(C)(C)[N+]([O-])=Cc1ccccn1. Reaction SMILES: [CH3:1][C:2]([CH3:3])([CH3:4])[N+:5](=[O:6])[O-:7].[CH3:20][CH2:21][OH:22].[CH3:8][C:9](=[O:10])[OH:11].[Zn:23].[n:12]1[c:13]([CH:18]=[O:19])[cH:14][cH:15][cH:16][cH:17]1>>[CH3:1][C:2]([CH3:3])([CH3:4])[N+:5]([O-:7])=[CH:18][c:13]1[n:12][cH:17][cH:16][cH:15][cH:14]1. The reactants are ClC(Cl)(Cl)Cl, CC#N, CN(C)C=O, N#Cc1c2c(c[nH]c1=O)S(=O)c1cc([N+](=O)[O-])ccc1N2, c1ccc(P(c2ccccc2)c2ccccc2)cc1. Product: N#Cc1c2c(c[nH]c1=O)Sc1cc([N+](=O)[O-])ccc1N2. RXN SMILES: [C:23]([Cl:24])([Cl:25])([Cl:26])[Cl:27].[CH3:20][C:21]#[N:22].[CH3:49][N:50]([CH3:51])[CH:52]=[O:53].[N+:28](=[O:29])([O-:30])[c:31]1[cH:32][c:33]2[c:34]([cH:47][cH:48]1)[NH:35][c:36]1[c:37]([cH:40][nH:41][c:42](=[O:46])[c:43]1[C:44]#[N:45])[S:38]2=[O:39].[c:1]1([P:2]([c:3]2[cH:4][cH:5][cH:6][cH:7][cH:8]2)[c:9]2[cH:10][cH:11][cH:12][cH:13][cH:14]2)[cH:15][cH:16][cH:17][cH:18][cH:19]1>>[N+:28](=[O:29])([O-:30])[c:31]1[cH:32][c:33]2[c:34]([cH:47][cH:48]1)[NH:35][c:36]1[c:37]([cH:40][nH:41][c:42](=[O:46])[c:43]1[C:44]#[N:45])[S:38]2. Starting materials: ClC1=CC=C(C=C1)OC(N(C)[C@@H]1CC[C@H](CC1)O)=O (trans-(4-Hydroxy-cyclohexyl)-methyl-carbamic acid 4-chloro-phenyl ester), BrCCCCBr (1,4-dibrombutane). Product: ClC1=CC=C(C=C1)OC(N(C)[C@@H]1CC[C@H](CC1)OCCCCBr)=O (trans-[4-(4-Bromo-butoxy)-cyclohexyl]-methyl-carbamic acid 4-chloro-phenyl ester). Reaction SMILES: [Cl:1][C:2]1[CH:7]=[CH:6][C:5]([O:8][C:9](=[O:19])[N:10]([C@H:12]2[CH2:17][CH2:16][C@H:15]([OH:18])[CH2:14][CH2:13]2)[CH3:11])=[CH:4][CH:3]=1.[Br:20][CH2:21][CH2:22][CH2:23][CH2:24]Br>>[Cl:1][C:2]1[CH:3]=[CH:4][C:5]([O:8][C:9](=[O:19])[N:10]([C@H:12]2[CH2:17][CH2:16][C@H:15]([O:18][CH2:24][CH2:23][CH2:22][CH2:21][Br:20])[CH2:14][CH2:13]2)[CH3:11])=[CH:6][CH:7]=1. Reported procedure: In analogy to example 11.5, trans-(4-Hydroxy-cyclohexyl)-methyl-carbamic acid 4-chloro-phenyl ester and 1,4-dibrombutane were reacted to yield trans-[4-(4-Bromo-butoxy)-cyclohexyl]-methyl-carbamic acid 4-chloro-phenyl ester as yellowish oil, MS: The reactants are Cl.N[C@H](CCCCC(=O)OC(C)(C)C)C (tert.butyl (S)-6-aminoheptanoate hydrochloride), Cl (hydrogen chloride). Solvent: C(Cl)Cl (methylene chloride). Yields the product Cl.N[C@H](CCCCC(=O)O)C ((S)-6-aminoheptanoic acid hydrochloride). Yield: 89.5%. RXN SMILES: [ClH:1].[NH2:2][C@@H:3]([CH3:15])[CH2:4][CH2:5][CH2:6][CH2:7][C:8]([O:10]C(C)(C)C)=[O:9].Cl>C(Cl)Cl>[ClH:1].[NH2:2][C@@H:3]([CH3:15])[CH2:4][CH2:5][CH2:6][CH2:7][C:8]([OH:10])=[O:9] |f:0.1,4.5|. Procedure details: 89 g (374 mmol) of tert.butyl (S)-6-aminoheptanoate hydrochloride are dissolved in 1.3 l of methylene chloride. The solution is saturated with hydrogen chloride and heated to reflux for 4 hours. After filtering off and drying the precipitate formed there are obtained 60.8 g (89.5%) of (S)-6-aminoheptanoic acid hydrochloride, m.p. 157°-160°.